This data is from the Open Reaction Database (ORD), a public repository of structured organic reaction records. The task is: describe an organic reaction: reactants, conditions, products, and yield Starting materials: CCCC[N+](CCCC)(CCCC)CCCC, Cc1ccccc1, [Cu], [F-], CC(=C[N+](=O)[O-])c1ccccc1, C1CCOC1, O, [SiH3]c1ccccc1. The product is CC(C[N+](=O)[O-])c1ccccc1. RXN SMILES: [CH3:21][CH2:22][CH2:23][CH2:24][N+:25]([CH2:26][CH2:27][CH2:28][CH3:29])([CH2:30][CH2:31][CH2:32][CH3:33])[CH2:34][CH2:35][CH2:36][CH3:37].[CH3:45][c:46]1[cH:47][cH:48][cH:49][cH:50][cH:51]1.[Cu:38].[F-:20].[N+:8](=[O:9])([O-:10])[CH:11]=[C:12]([CH3:13])[c:14]1[cH:15][cH:16][cH:17][cH:18][cH:19]1.[O:40]1[CH2:41][CH2:42][CH2:43][CH2:44]1.[OH2:39].[c:1]1([SiH3:2])[cH:3][cH:4][cH:5][cH:6][cH:7]1>>[N+:8](=[O:9])([O-:10])[CH2:11][CH:12]([CH3:13])[c:14]1[cH:15][cH:16][cH:17][cH:18][cH:19]1. Reaction SMILES: [CH2:1]([CH3:2])[O:3][C:4](=[O:5])[c:6]1[c:7]([Cl:24])[c:8]2[c:9]([n:10][cH:11]1)[n:12]([CH2:15][c:16]1[cH:17][cH:18][c:19]([O:20][CH3:21])[cH:22][cH:23]1)[cH:13][cH:14]2.[CH3:42][O:43][c:44]1[cH:45][cH:46][cH:47][cH:48][cH:49]1.[F:30][C:31]([F:32])([F:33])[C:34]([OH:35])=[O:36].[Na+:29].[O-:25][C:26]([OH:27])=[O:28].[S:37](=[O:38])(=[O:39])([OH:40])[OH:41]>>[CH2:1]([CH3:2])[O:3][C:4](=[O:5])[c:6]1[c:7]([Cl:24])[c:8]2[c:9]([n:10][cH:11]1)[nH:12][cH:13][cH:14]2. The reactants are CCOC(=O)c1cnc2c(ccn2Cc2ccc(OC)cc2)c1Cl, COc1ccccc1, O=C(O)C(F)(F)F, [Na+], O=C([O-])O, O=S(=O)(O)O. Yields the product CCOC(=O)c1cnc2[nH]ccc2c1Cl. Starting materials: C1(CC1)NC(C1=CC(=C(C=C1)C)C=1C=C2C(=CN(C(C2=CC1)=O)CC1CC1)C=O)=O (N-Cyclopropyl-3-(2-cyclopropylmethyl-4-formyl-1-oxo-1,2-dihydro-isoquinolin-6-yl)-4-methyl-benzamide), CNCCNC (N1,N2-dimethylethane-1,2-diamine). Yields the product C1(CC1)NC(C1=CC(=C(C=C1)C)C=1C=C2C(=CN(C(C2=CC1)=O)CC1CC1)CN(CCNC)C)=O (N-Cyclopropyl-3-(2-(cyclopropylmethyl)-4-((methyl(2-(methylamino)ethyl)amino)methyl)-1-oxo-1,2-dihydroisoquinolin-6-yl)-4-methylbenzamide). RXN SMILES: [CH:1]1([NH:4][C:5](=[O:30])[C:6]2[CH:11]=[CH:10][C:9]([CH3:12])=[C:8]([C:13]3[CH:14]=[C:15]4[C:20](=[CH:21][CH:22]=3)[C:19](=[O:23])[N:18]([CH2:24][CH:25]3[CH2:27][CH2:26]3)[CH:17]=[C:16]4[CH:28]=O)[CH:7]=2)[CH2:3][CH2:2]1.[CH3:31][NH:32][CH2:33][CH2:34][NH:35][CH3:36]>>[CH:1]1([NH:4][C:5](=[O:30])[C:6]2[CH:11]=[CH:10][C:9]([CH3:12])=[C:8]([C:13]3[CH:14]=[C:15]4[C:20](=[CH:21][CH:22]=3)[C:19](=[O:23])[N:18]([CH2:24][CH:25]3[CH2:26][CH2:27]3)[CH:17]=[C:16]4[CH2:28][N:32]([CH3:31])[CH2:33][CH2:34][NH:35][CH3:36])[CH:7]=2)[CH2:3][CH2:2]1. Reported procedure: The title compound was prepared as a solid by the method of Example 59 step iv) using product of Example 59 step iii) and N1,N2-dimethylethane-1,2-diamine. Reactants: CN(CCC(=O)OC(C)(C)C)Cc1cccc(C#N)c1, CCO, NO. The product is CN(CCC(=O)OC(C)(C)C)Cc1cccc(C(N)=NO)c1. RXN SMILES: [C:1](#[N:2])[c:3]1[cH:4][c:5]([CH2:6][N:7]([CH2:8][CH2:9][C:10](=[O:11])[O:12][C:13]([CH3:14])([CH3:15])[CH3:16])[CH3:17])[cH:18][cH:19][cH:20]1.[CH3:23][CH2:24][OH:25].[NH2:21][OH:22]>>[C:1]([NH2:2])([c:3]1[cH:4][c:5]([CH2:6][N:7]([CH2:8][CH2:9][C:10](=[O:11])[O:12][C:13]([CH3:14])([CH3:15])[CH3:16])[CH3:17])[cH:18][cH:19][cH:20]1)=[N:21][OH:22]. Reported procedure: In the same manner as in Example 62 and using 8-fluoro-4-methoxy-12-(4-methylpiperazin-1-yl)-6H-[1]benzothieno[2,3-b][1,5]benzodiazepine, dichloromethane, ethanedithiol and aluminium chloride, 8-fluoro-4-hydroxy-12-(4-methylpiperazin-1-yl)-6H-[1]benzothieno[2,3-b][1,5]benzodiazepine is obtained. The solvent is ClCCl (dichloromethane). Product: FC1=CC2=C(N=C(C3=C(N2)SC2=C3C=CC=C2O)N2CCN(CC2)C)C=C1 (8-fluoro-4-hydroxy-12-(4-methylpiperazin-1-yl)-6H-[1]benzothieno[2,3-b][1,5]benzodiazepine). As a reaction SMILES: [F:1][C:2]1[CH:28]=[CH:27][C:5]2[N:6]=[C:7]([N:20]3[CH2:25][CH2:24][N:23]([CH3:26])[CH2:22][CH2:21]3)[C:8]3[C:13]4[CH:14]=[CH:15][CH:16]=[C:17]([O:18]C)[C:12]=4[S:11][C:9]=3[NH:10][C:4]=2[CH:3]=1.C(S)(S)C.[Cl-].[Al+3].[Cl-].[Cl-]>ClCCl>[F:1][C:2]1[CH:28]=[CH:27][C:5]2[N:6]=[C:7]([N:20]3[CH2:21][CH2:22][N:23]([CH3:26])[CH2:24][CH2:25]3)[C:8]3[C:13]4[CH:14]=[CH:15][CH:16]=[C:17]([OH:18])[C:12]=4[S:11][C:9]=3[NH:10][C:4]=2[CH:3]=1 |f:2.3.4.5|. The reactants are FC1=CC2=C(N=C(C3=C(N2)SC2=C3C=CC=C2OC)N2CCN(CC2)C)C=C1 (8-fluoro-4-methoxy-12-(4-methylpiperazin-1-yl)-6H-[1]benzothieno[2,3-b][1,5]benzodiazepine), C(C)(S)S (ethanedithiol), [Cl-].[Al+3].[Cl-].[Cl-] (aluminium chloride). Starting materials: Nc1nc(Cl)c2nnn(Cc3cccc(C4(O)CCC4)n3)c2n1, OB(O)c1ccccc1. The product is Nc1nc(-c2ccccc2)c2nnn(Cc3cccc(C4(O)CCC4)n3)c2n1. Reaction SMILES: [Cl:1][c:2]1[c:3]2[c:4]([n:5][c:6]([NH2:8])[n:7]1)[n:9]([CH2:12][c:13]1[n:14][c:15]([C:19]3([OH:23])[CH2:20][CH2:21][CH2:22]3)[cH:16][cH:17][cH:18]1)[n:10][n:11]2.[OH:24][B:25]([OH:26])[c:27]1[cH:28][cH:29][cH:30][cH:31][cH:32]1>>[c:2]1(-[c:27]2[cH:28][cH:29][cH:30][cH:31][cH:32]2)[c:3]2[c:4]([n:5][c:6]([NH2:8])[n:7]1)[n:9]([CH2:12][c:13]1[n:14][c:15]([C:19]3([OH:23])[CH2:20][CH2:21][CH2:22]3)[cH:16][cH:17][cH:18]1)[n:10][n:11]2.